From a dataset of the Open Reaction Database (ORD), a public repository of structured organic reaction records. describe an organic reaction: reactants, conditions, products, and yield The reactants are COc1cc(Br)ccc1F, C#C[Si](C)(C)C, CNC, [Cu]I. Yields the product COc1cc(C#C[Si](C)(C)C)ccc1F. RXN SMILES: [Br:1][c:2]1[cH:3][c:4]([O:9][CH3:10])[c:5]([F:8])[cH:6][cH:7]1.[CH3:11][Si:12]([CH3:13])([CH3:14])[C:15]#[CH:16].[CH3:17][NH:18][CH3:19].[Cu:20][I:21]>>[c:2]1([C:16]#[C:15][Si:12]([CH3:11])([CH3:13])[CH3:14])[cH:3][c:4]([O:9][CH3:10])[c:5]([F:8])[cH:6][cH:7]1. Reactants: C(=O)NC1=C(CCC2=NC=CC=C2)C=CC=C1 (2-(o-formamidophenethyl)pyridine), ICC (iodoethane). The product is [I-].C(C)[N+]1=C(C=CC=C1)CCC1=C(C=CC=C1)NC=O (1-ethyl-2-(o-formamidophenethyl)pyridinium iodide). Reaction SMILES: [CH:1]([NH:3][C:4]1[CH:17]=[CH:16][CH:15]=[CH:14][C:5]=1[CH2:6][CH2:7][C:8]1[CH:13]=[CH:12][CH:11]=[CH:10][N:9]=1)=[O:2].[I:18][CH2:19][CH3:20]>>[I-:18].[CH2:19]([N+:9]1[CH:10]=[CH:11][CH:12]=[CH:13][C:8]=1[CH2:7][CH2:6][C:5]1[CH:14]=[CH:15][CH:16]=[CH:17][C:4]=1[NH:3][CH:1]=[O:2])[CH3:20] |f:2.3|. Reported procedure: A solution of 2-(o-formamidophenethyl)pyridine (36.1 g., 0.159 mole) and iodoethane (30.0 g., 0.191 mole) in Ch3CN (450 ml.) heated at reflux for 18 hr., cooled and diluted to incipient turbidity provides 1-ethyl-2-(o-formamidophenethyl)pyridinium iodide, yield, 44.8 g. (74%), m.p. 155°-157° C. The solvent is O (water), C1CCOC1 (THF). The product is C(#N)C1=CC=C(CNC(C(OC)C2=C(C(=CC=C2F)NC(C)C)F)=O)C=C1 (N-(4-cyano-benzyl)-2-(2,6-difluoro-3-isopropylamino-phenyl)-2-methoxy-acetamide). As a reaction SMILES: [NH2:1][C:2]1[C:3]([F:24])=[C:4]([CH:9]([O:22][CH3:23])[C:10]([NH:12][CH2:13][C:14]2[CH:19]=[CH:18][C:17]([C:20]#[N:21])=[CH:16][CH:15]=2)=[O:11])[C:5]([F:8])=[CH:6][CH:7]=1.C(N(C(C)C)[CH:28]([CH3:30])[CH3:29])C.IC(C)C.CN(C=O)C>C1COCC1.O>[C:20]([C:17]1[CH:18]=[CH:19][C:14]([CH2:13][NH:12][C:10](=[O:11])[CH:9]([C:4]2[C:5]([F:8])=[CH:6][CH:7]=[C:2]([NH:1][CH:28]([CH3:30])[CH3:29])[C:3]=2[F:24])[O:22][CH3:23])=[CH:15][CH:16]=1)#[N:21]. The reactants are CN(C)C=O (DMF), C(C)N(C(C)C)C(C)C (N-ethyldiisopropylamine), IC(C)C (2-iodopropane), IC(C)C (2-iodopropane), C(C)N(C(C)C)C(C)C (N-ethyldiisopropylamine), NC=1C(=C(C(=CC1)F)C(C(=O)NCC1=CC=C(C=C1)C#N)OC)F ((RS)-2-(3-amino-2,6-difluoro-phenyl)-N-(4-cyano-benzyl)-2-methoxy-acetamide), C(C)N(C(C)C)C(C)C (N-ethyldiisopropylamine), IC(C)C (2-iodopropane), CN(C)C=O (DMF). Run at time 17 hour. Procedure: To a stirred solution of (RS)-2-(3-amino-2,6-difluoro-phenyl)-N-(4-cyano-benzyl)-2-methoxy-acetamide (example 307.5) 81 mg) at rt in THF (5 ml) under an argon atmosphere were added N-ethyldiisopropylamine (0.017 ml) and 2-iodopropane (0.01 ml). The mixture was heated to reflux and stirring was continued for 17 h. More 2-iodopropane (0.1 ml) and N-ethyldiisopropylamine (0.17 ml) were added and stirring at reflux was continued for 7 h. DMF (5 ml) was added and the mixture was stirred at 120° C. fo... Reactants: NC=1SC=C(C1C(=O)OC(C)(C)C)C=1C=NC(=CC1)OC (tert-butyl 2-amino-4-(6-methoxypyridin-3-yl)thiophene-3-carboxylate), CCN(C(C)C)C(C)C (DIEA), FC=1C=C(C(=O)Cl)C=CC1 (3-fluorobenzoyl chloride). Reagents/catalysts: CN(C)C=1C=CN=CC1 (DMAP). Solvent: C(Cl)Cl (DCM), C(Cl)Cl (DCM). Run at time 17 hour. Product: FC=1C=C(C(=O)NC=2SC=C(C2C(=O)OC(C)(C)C)C=2C=NC(=CC2)OC)C=CC1 (tert-butyl 2-(3-fluorobenzamido)-4-(6-methoxypyridin-3-yl)thiophene-3-carboxylate). Reaction SMILES: [NH2:1][C:2]1[S:3][CH:4]=[C:5]([C:14]2[CH:15]=[N:16][C:17]([O:20][CH3:21])=[CH:18][CH:19]=2)[C:6]=1[C:7]([O:9][C:10]([CH3:13])([CH3:12])[CH3:11])=[O:8].CCN(C(C)C)C(C)C.[F:31][C:32]1[CH:33]=[C:34]([CH:38]=[CH:39][CH:40]=1)[C:35](Cl)=[O:36]>C(Cl)Cl.CN(C1C=CN=CC=1)C>[F:31][C:32]1[CH:33]=[C:34]([CH:38]=[CH:39][CH:40]=1)[C:35]([NH:1][C:2]1[S:3][CH:4]=[C:5]([C:14]2[CH:15]=[N:16][C:17]([O:20][CH3:21])=[CH:18][CH:19]=2)[C:6]=1[C:7]([O:9][C:10]([CH3:11])([CH3:12])[CH3:13])=[O:8])=[O:36]. Reported procedure: To a solution of 16 (31 mg 0.1 mmol) in DCM (5 ml) was added DIEA (0.052 ml, 0.3 mmole), 3-fluorobenzoyl chloride (0.018 ml, 0.15 mmol) and catalytic amount of DMAP. The mixture was stirred at rt for 17 hrs, diluted with DCM (15 ml), washed with water, saturated sodium bicarbonate (aq.), water, 10% citric acid (aq.) and brine, dried over anhydrous sodium sulfate. The drying agent was removed by filtration. The filtrate was concentrated under vacuum. The crude product was used in the next step wi... Starting materials: CCOC(C)=O, N#Cc1cnc2c(oc3ccccc32)c1Cl, Oc1ccc(Cl)cc1F, [K+], [OH-]. The product is N#Cc1cnc2c(oc3ccccc32)c1Oc1ccc(Cl)cc1F. RXN SMILES: [CH3:28][CH2:29][O:30][C:31](=[O:32])[CH3:33].[Cl:12][c:13]1[c:14]2[c:15]([n:16][cH:17][c:18]1[C:19]#[N:20])[c:21]1[c:22]([o:23]2)[cH:24][cH:25][cH:26][cH:27]1.[Cl:1][c:2]1[cH:3][c:4]([F:9])[c:5]([OH:8])[cH:6][cH:7]1.[K+:11].[OH-:10]>>[Cl:1][c:2]1[cH:3][c:4]([F:9])[c:5]([O:8][c:13]2[c:14]3[c:15]([n:16][cH:17][c:18]2[C:19]#[N:20])[c:21]2[c:22]([o:23]3)[cH:24][cH:25][cH:26][cH:27]2)[cH:6][cH:7]1.